The task is: describe an organic reaction: reactants, conditions, products, and yield. This data is from the Open Reaction Database (ORD), a public repository of structured organic reaction records. Reactants: N[C@H]1C2=C(C3=C(N(C1=O)CCOCC1=CC=CC=C1)C=CC=C3)C=CC=C2 ((S)-7-amino-5-(2-benzyloxy-ethyl)-5H,7H-dibenzo[b,d]azepin-6-one), C(C)OC(C(C(=O)O)OCC)=O (2-ethoxy-malonic acid monoethyl ester), oil. The product is C(C)OC(C(C(=O)N[C@H]1C2=C(C3=C(N(C1=O)CCOCC1=CC=CC=C1)C=CC=C3)C=CC=C2)OCC)=O (N—[(S)-5-(2-Benzyloxy-ethyl)-6-oxo-6,7-dihydro-5H-dibenzo[b,d]azepin-7-yl]-2-ethoxy-malonamic acid ethyl ester). RXN SMILES: [NH2:1][C@@H:2]1[C:8](=[O:9])[N:7]([CH2:10][CH2:11][O:12][CH2:13][C:14]2[CH:19]=[CH:18][CH:17]=[CH:16][CH:15]=2)[C:6]2[CH:20]=[CH:21][CH:22]=[CH:23][C:5]=2[C:4]2[CH:24]=[CH:25][CH:26]=[CH:27][C:3]1=2.[CH2:28]([O:30][C:31](=[O:39])[CH:32]([O:36][CH2:37][CH3:38])[C:33](O)=[O:34])[CH3:29]>>[CH2:28]([O:30][C:31](=[O:39])[CH:32]([O:36][CH2:37][CH3:38])[C:33]([NH:1][C@@H:2]1[C:8](=[O:9])[N:7]([CH2:10][CH2:11][O:12][CH2:13][C:14]2[CH:19]=[CH:18][CH:17]=[CH:16][CH:15]=2)[C:6]2[CH:20]=[CH:21][CH:22]=[CH:23][C:5]=2[C:4]2[CH:24]=[CH:25][CH:26]=[CH:27][C:3]1=2)=[O:34])[CH3:29]. Reported procedure: Using (S)-7-amino-5-(2-benzyloxy-ethyl)-5H,7H-dibenzo[b,d]azepin-6-one and 2-ethoxy-malonic acid monoethyl ester, the title compound was prepared in the same manner as described for example 1c. Colorless oil (94%). MS: m/e=517(M+H+). The reactants are Cl, CC(C)c1ccc(Nc2ccc(F)cc2[N+](=O)[O-])c(C#N)c1, Cc1ccc2c(c1)C(N)=Nc1cc(F)ccc1N2. The product is Cl, CC(C)c1ccc2c(c1)C(N)=Nc1cc(F)ccc1N2. RXN SMILES: [ClH:1].[F:20][c:21]1[cH:22][c:23]([N+:39]([O-:40])=[O:41])[c:24]([NH:27][c:28]2[c:29]([C:30]#[N:31])[cH:32][c:33]([CH:36]([CH3:37])[CH3:38])[cH:34][cH:35]2)[cH:25][cH:26]1.[F:2][c:3]1[cH:4][cH:5][c:6]2[c:18]([cH:19]1)[N:17]=[C:15]([NH2:16])[c:14]1[c:8]([cH:9][cH:10][c:11]([CH3:12])[cH:13]1)[NH:7]2>>[ClH:1].[F:20][c:21]1[cH:22][c:23]2[c:24]([cH:25][cH:26]1)[NH:27][c:28]1[c:29]([cH:32][c:33]([CH:36]([CH3:37])[CH3:38])[cH:34][cH:35]1)[C:30]([NH2:31])=[N:39]2. Starting materials: C(C)(C)(C)OC(=O)N1CC(C1)C(=O)O (1-(tert-butoxycarbonyl)azetidine-3-carboxylic acid), II (iodine), CO (MeOH), [BH4-].[Na+] (sodium borohydride). Solvent: C1CCOC1 (THF), C1CCOC1 (THF), C1CCOC1 (THF). Yields the product OCC1CN(C1)C(=O)OC(C)(C)C (tert-butyl 3-(hydroxymethyl)azetidine-1-carboxylate). Yield: 27.0%. As a reaction SMILES: [BH4-].[Na+].[C:3]([O:7][C:8]([N:10]1[CH2:13][CH:12]([C:14](O)=[O:15])[CH2:11]1)=[O:9])([CH3:6])([CH3:5])[CH3:4].II.CO>C1COCC1>[OH:15][CH2:14][CH:12]1[CH2:13][N:10]([C:8]([O:7][C:3]([CH3:6])([CH3:5])[CH3:4])=[O:9])[CH2:11]1 |f:0.1|. Procedure details: To a stirred suspension of sodium borohydride (1.92 g, 50.6 mmol) in dry THF (20 mL) is added a solution of 1-(tert-butoxycarbonyl)azetidine-3-carboxylic acid in dry THF (20 mL) at 0° C. A solution of iodine (4.71 g, 18.6 mmol) in THF (20 mL) is added dropwise (caution: gas evolution) under N2 atmosphere. The reaction mixture is allowed to warm to room temperature then heated under reflux for 18 h. The resulting white suspension is cooled to room temperature. MeOH is added until the suspension d... Starting materials: COc1ccccc1N, CC#N, CC(=O)O, Clc1cnc2[nH]c(-c3ccc(OCCN4CCOCC4)cc3)nc2c1Cl. Yields the product COc1ccccc1Nc1c(Cl)cnc2nc(-c3ccc(OCCN4CCOCC4)cc3)[nH]c12. As a reaction SMILES: [CH3:27][O:28][c:29]1[c:30]([NH2:35])[cH:31][cH:32][cH:33][cH:34]1.[CH3:36][C:37]#[N:38].[CH3:39][C:40](=[O:41])[OH:42].[Cl:1][c:2]1[c:3]([Cl:26])[c:4]2[c:5]([n:6][cH:7]1)[nH:8][c:9](-[c:11]1[cH:12][cH:13][c:14]([O:17][CH2:18][CH2:19][N:20]3[CH2:21][CH2:22][O:23][CH2:24][CH2:25]3)[cH:15][cH:16]1)[n:10]2>>[Cl:1][c:2]1[c:3]([NH:35][c:30]2[c:29]([O:28][CH3:27])[cH:34][cH:33][cH:32][cH:31]2)[c:4]2[c:5]([n:6][cH:7]1)[n:8][c:9](-[c:11]1[cH:12][cH:13][c:14]([O:17][CH2:18][CH2:19][N:20]3[CH2:21][CH2:22][O:23][CH2:24][CH2:25]3)[cH:15][cH:16]1)[nH:10]2. Reactants: C(C)(C)(C)OC(=O)N1[C@@H](C[C@@H](C1)F)COCCC/C=C/C(=O)OC (Methyl (E)-6-((2S,4S)-1-(tert-butoxycarbonyl)-4-fluoro-2-pyrrolidinylmethoxy)-2-hexenoate). The reagents and catalysts are [Pd] (palladium/carbon). The solvent is CO (methanol). Reaction conditions: time 19 hour. Product: C(C)(C)(C)OC(=O)N1[C@@H](C[C@@H](C1)F)COCCCC=CC(=O)OC (Methyl 6-((2S,4S)-1-(tert-butoxycarbonyl)-4-fluoro-2-pyrrolidinylmethoxy)hexenoate). Isolated yield 101.1%. As a reaction SMILES: [C:1]([O:5][C:6]([N:8]1[CH2:12][C@@H:11]([F:13])[CH2:10][C@H:9]1[CH2:14][O:15][CH2:16][CH2:17][CH2:18]/[CH:19]=[CH:20]/[C:21]([O:23][CH3:24])=[O:22])=[O:7])([CH3:4])([CH3:3])[CH3:2]>CO.[Pd]>[C:1]([O:5][C:6]([N:8]1[CH2:12][C@@H:11]([F:13])[CH2:10][C@H:9]1[CH2:14][O:15][CH2:16][CH2:17][CH2:18][CH:19]=[CH:20][C:21]([O:23][CH3:24])=[O:22])=[O:7])([CH3:4])([CH3:3])[CH3:2]. Reported procedure: Methyl (E)-6-((2S,4S)-1-(tert-butoxycarbonyl)-4-fluoro-2-pyrrolidinylmethoxy)-2-hexenoate (1.90 g, 5.50 mmol) and 5% palladium/carbon (1.0 g) were suspended in methanol (80 ml). The resulting suspension was subjected to catalytic hydrogenation under normal pressure for 19 hours under stirring at room temperature. The catalyst was filtered off and the filtrate was distilled under reduced pressure to remove the solvent. The residue was purified by chromatography on a silica gel column (silica gel:... Starting materials: [BH4-], CC(C)O, ClCCl, O=Cc1ccc(F)cc1, NCc1ccc(CN(Cc2ccc(F)cc2)S(=O)(=O)c2cc(Cl)cc(Cl)c2O)cc1, [Na+]. The product is O=S(=O)(c1cc(Cl)cc(Cl)c1O)N(Cc1ccc(F)cc1)Cc1ccc(CNCc2ccc(F)cc2)cc1. RXN SMILES: [BH4-:43].[CH:45]([OH:46])([CH3:47])[CH3:48].[Cl:31][CH2:32][Cl:33].[F:34][c:35]1[cH:36][cH:37][c:38]([CH:39]=[O:40])[cH:41][cH:42]1.[NH2:1][CH2:2][c:3]1[cH:4][cH:5][c:6]([CH2:7][N:8]([S:9](=[O:10])(=[O:11])[c:12]2[c:13]([OH:20])[c:14]([Cl:19])[cH:15][c:16]([Cl:18])[cH:17]2)[CH2:21][c:22]2[cH:23][cH:24][c:25]([F:28])[cH:26][cH:27]2)[cH:29][cH:30]1.[Na+:44]>>[NH:1]([CH2:2][c:3]1[cH:4][cH:5][c:6]([CH2:7][N:8]([S:9](=[O:10])(=[O:11])[c:12]2[c:13]([OH:20])[c:14]([Cl:19])[cH:15][c:16]([Cl:18])[cH:17]2)[CH2:21][c:22]2[cH:23][cH:24][c:25]([F:28])[cH:26][cH:27]2)[cH:29][cH:30]1)[CH2:39][c:38]1[cH:37][cH:36][c:35]([F:34])[cH:42][cH:41]1. The reactants are N1N=CC(=C1)C1=CC2=C(C=3N=C(SC3CCO2)C(=O)O)C=C1 (8-(1H-Pyrazol-4-yl)-4,5-dihydro-6-oxa-3-thia-1-aza-benzo[e]azulene-2-carboxylic acid), FC([C@H]1CNCCC1)(F)F ((R)-3-(trifluoromethyl)piperidine). The product is N1N=CC(=C1)C1=CC2=C(C=3N=C(SC3CCO2)C(=O)N2C[C@@H](CCC2)C(F)(F)F)C=C1 ([8-(1H-Pyrazol-4-yl)-4,5-dihydro-6-oxa-3-thia-1-aza-benzo[e]azulen-2-yl]-((R)-3-trifluoromethyl-piperidin-1-yl)-methanone). RXN SMILES: [NH:1]1[CH:5]=[C:4]([C:6]2[CH:22]=[CH:21][C:9]3[C:10]4[N:11]=[C:12]([C:18]([OH:20])=O)[S:13][C:14]=4[CH2:15][CH2:16][O:17][C:8]=3[CH:7]=2)[CH:3]=[N:2]1.[F:23][C:24]([F:32])([F:31])[C@@H:25]1[CH2:30][CH2:29][CH2:28][NH:27][CH2:26]1>>[NH:1]1[CH:5]=[C:4]([C:6]2[CH:22]=[CH:21][C:9]3[C:10]4[N:11]=[C:12]([C:18]([N:27]5[CH2:28][CH2:29][CH2:30][C@@H:25]([C:24]([F:32])([F:31])[F:23])[CH2:26]5)=[O:20])[S:13][C:14]=4[CH2:15][CH2:16][O:17][C:8]=3[CH:7]=2)[CH:3]=[N:2]1. Procedure: Following the procedure for 103, 8-(1H-Pyrazol-4-yl)-4,5-dihydro-6-oxa-3-thia-1-aza-benzo[e]azulene-2-carboxylic acid (50.0 mg, 0.2 mmol) was reacted with (R)-3-(trifluoromethyl)piperidine (1.2 equiv) to give 201 (M+1 449.0)